Dataset: the Open Reaction Database (ORD), a public repository of structured organic reaction records. Task: describe an organic reaction: reactants, conditions, products, and yield Starting materials: C(CC)N(CCC(=O)OC)CCC (methyl beta-dipropylaminopropionate), C(O)CN (ethanolamine), methanolic solution, C[O-].[Na+] (sodium methoxide). Reagents/catalysts: C1=CC=CC=2SC3=CC=CC=C3NC12 (phenothiazine). Yield: 99.6%. The product is OCCNC(CCN(CCC)CCC)=O (N-hydroxyethyl-beta-dipropylaminopropionamide). Reported procedure: To 746 g of methyl beta-dipropylaminopropionate which was prepared in the same manner as in Example 4 were added 15.4 g of 28% methanolic solution of sodium methoxide, then 293 g (4.8 moles) of ethanolamine were added dropwise thereinto and the mixture was made to react at 70° C. for one hour. After completion of the reaction, the mixture was neutralized, desalted, 0.3 g of phenothiazine were added thereto and the low-boiling-point substances were removed by distillation to give 858 grams of N-h... RXN SMILES: [CH2:1]([N:4]([CH2:11][CH2:12][CH3:13])[CH2:5][CH2:6][C:7]([O:9]C)=O)[CH2:2][CH3:3].C[O-].[Na+].[CH2:17]([CH2:19][NH2:20])[OH:18]>C1C2NC3C(=CC=CC=3)SC=2C=CC=1>[OH:18][CH2:17][CH2:19][NH:20][C:7](=[O:9])[CH2:6][CH2:5][N:4]([CH2:1][CH2:2][CH3:3])[CH2:11][CH2:12][CH3:13] |f:1.2|. Starting materials: ClC1=NC=C(C(=O)OCC)C=C1 (ethyl 6-chloronicotinate), FC(C(=O)OC(C(F)(F)F)=O)(F)F (trifluoroacetic anhydride). The solvent is C(C)#N (acetonitrile), C(=O)(O)[O-].[Na+] (NaHCO3), C(C)#N (acetonitrile). Reaction conditions: temperature 0 celsius, time 10 minute. Product: ClC1=[N+](C=C(C(=O)OCC)C=C1)[O-] (Ethyl 6-chloronicotinate 1-oxide). The yield is 81.0%. As a reaction SMILES: [Cl:1][C:2]1[CH:12]=[CH:11][C:5]([C:6]([O:8][CH2:9][CH3:10])=[O:7])=[CH:4][N:3]=1.FC(F)(F)C(OC(=O)C(F)(F)F)=[O:16]>C(#N)C.C([O-])(O)=O.[Na+]>[Cl:1][C:2]1[CH:12]=[CH:11][C:5]([C:6]([O:8][CH2:9][CH3:10])=[O:7])=[CH:4][N+:3]=1[O-:16] |f:3.4|. Procedure: Urea hydroperoxid complex (1.19 g, 12.6 mmol) was added to a stirred solution of ethyl 6-chloronicotinate (1.10 g, 6.0 mmol) in acetonitrile (15 mL) at room temperature. This mixture was stirred for 10 min at 0° C. followed by slow addition of an acetonitrile solution (5 mL) of trifluoroacetic anhydride (2.52 g, 12.0 mmol). After the addition the mixture was stirred for 2 h at room temperature. Thereafter, the reaction mixture was diluted with a saturated aqueous NaHCO3 solution and extracted wi... Reactants: C(=O)([O-])[O-].[Na+].[Na+] (Na2CO3), C[C@]12[C@@H](CC[C@H]2[C@H]2[C@H](CC1)C=1C=CC(=CC1CC2)O)O (13β-methyl-1,3,5(10)-gonatrien-3,17α-diol), C(C)#N (acetonitrile), NS(=O)(=O)Cl (H2NSO2Cl), NS(=O)(=O)Cl (H2NSO2Cl). Solvent: Cl (hydrochloric acid). Conditions: time 9 hour. The product is 3,17α-disulfamate, S(N)(=O)(=O)OC1=CC=2CC[C@@H]3[C@H](CC[C@@]4([C@@H](CC[C@@H]34)OS(N)(=O)=O)C)C2C=C1 (3,17α-Disulfamoyloxy-13β-methyl-1,3,5(10)-gonatriene). The yield is 17.5%. Reaction SMILES: [CH3:1][C@:2]12[CH2:10][CH2:9][C@@H:8]3[C:11]4[CH:12]=[CH:13][C:14]([OH:19])=[CH:15][C:16]=4[CH2:17][CH2:18][C@H:7]3[C@@H:6]1[CH2:5][CH2:4][C@H:3]2[OH:20].C(#N)C.C([O-])([O-])=O.[Na+].[Na+].[NH2:30][S:31](Cl)(=[O:33])=[O:32]>Cl>[S:31]([O:19][C:14]1[CH:13]=[CH:12][C:11]2[C@H:8]3[CH2:9][CH2:10][C@@:2]4([CH3:1])[C@H:6]([C@@H:7]3[CH2:18][CH2:17][C:16]=2[CH:15]=1)[CH2:5][CH2:4][C@H:3]4[O:20][S:31](=[O:33])(=[O:32])[NH2:30])(=[O:33])(=[O:32])[NH2:30] |f:2.3.4|. Procedure: 52 mg (0.19 mM) of 13β-methyl-1,3,5(10)-gonatrien-3,17α-diol are dissolved 10 ml acetonitrile accompanied by heat and 500 mg of (anhydrous) Na2CO3 are added. After the solution is cooled, 30 mg (0.26 mM) of H2NSO2Cl are added and the solution is stirred vigorously. At one-hour intervals, 9 portions of H2NSO2Cl are added for every 10 mg. After 9 hours, the solution is worked up by stirring in diluted hydrochloric acid solution and the steroid is extracted with ether. The residue remaining after t...